Task: describe an organic reaction: reactants, conditions, products, and yield. Dataset: the Open Reaction Database (ORD), a public repository of structured organic reaction records Reactants: C1=CC(=CC(=C1)Cl)C(=O)OO (m-CPBA), N1=CC=CC2=NC=CC=C12 (1,5-naphthyridine). The solvent is C(Cl)Cl (DCM). Yields the product [N+]1(=CC=CC2=NC=CC=C12)[O-] ([1,5]Naphthyridine 1-oxide). Isolated yield 84.2%. RXN SMILES: C1C=C(Cl)C=C(C(OO)=[O:9])C=1.[N:12]1[C:21]2[C:16](=[N:17][CH:18]=[CH:19][CH:20]=2)[CH:15]=[CH:14][CH:13]=1>C(Cl)Cl>[N+:12]1([O-:9])[C:21]2[C:16](=[N:17][CH:18]=[CH:19][CH:20]=2)[CH:15]=[CH:14][CH:13]=1. Reported procedure: m-CPBA (1.2 g, 6.91 mmol) was added in 3 portions (after every 3 h) to a solution of 1,5-naphthyridine (1.0 g, 7.68 mmol) in dry DCM (60 ml). After completion of the reaction, the mixture was concentrated in vacuo. The crude residue was purified by column chromatography with DCM/MeOH (98:2) as the eluent to get title compound (0.85 g, 76%).